This data is from the Open Reaction Database (ORD), a public repository of structured organic reaction records. The task is: describe an organic reaction: reactants, conditions, products, and yield Reactants: C[O-], COC(=O)N=C(NC(=O)OC)SC, CNC(CN)c1ccc2c(c1)OCO2, ClC(Cl)Cl, CC(C)O, Cl, [Na+], O. Product: COC(=O)NC1=NCC(c2ccc3c(c2)OCO3)N1C. RXN SMILES: [CH3:15][O-:16].[CH3:18][O:19][C:20](=[O:21])[NH:22][C:23](=[N:24][C:25]([O:26][CH3:27])=[O:28])[S:29][CH3:30].[CH3:1][NH:2][CH:3]([CH2:4][NH2:5])[c:6]1[cH:7][c:8]2[c:9]([cH:10][cH:11]1)[O:12][CH2:13][O:14]2.[CH:32]([Cl:33])([Cl:34])[Cl:35].[CH:36]([OH:37])([CH3:38])[CH3:39].[ClH:31].[Na+:17].[OH2:40]>>[CH3:1][N:2]1[CH:3]([c:6]2[cH:7][c:8]3[c:9]([cH:10][cH:11]2)[O:12][CH2:13][O:14]3)[CH2:4][N:5]=[C:23]1[NH:22][C:20]([O:19][CH3:18])=[O:21]. Starting materials: C(C)(C)(C)OC(=O)N1C(CC(CC1)=O)C (2-Methyl-4-oxo-piperidine-1-carboxylic acid tert-butyl ester), C(C)(C)(C)OC(=O)N1CCC2(OCCO2)CC1 (1,4-dioxa-8-aza-spiro[4.5]decane-8-carboxylic acid tert-butyl ester), CI (Methyl iodide), [Li]C(C)CC (sec-BuLi). Solvent: CN(C)CCN(C)C (TMEDA), O (water). Reaction conditions: time 1 hour. The product is C(C)(C)(C)OC(=O)N1C(CC2(OCCO2)CC1)C (7-methyl-1,4-dioxa-8-aza-spiro[4.5]decane-8-carboxylic acid tert-butyl ester). RXN SMILES: [C:1]([O:5][C:6]([N:8]1[CH2:13][CH2:12][C:11](=[O:14])[CH2:10][CH:9]1[CH3:15])=[O:7])([CH3:4])([CH3:3])[CH3:2].[C:16]([O:20]C(N1CCC2(OCCO2)CC1)=O)(C)(C)[CH3:17].[Li]C(CC)C.CI>CN(CCN(C)C)C.O>[C:1]([O:5][C:6]([N:8]1[CH2:13][CH2:12][C:11]2([O:20][CH2:16][CH2:17][O:14]2)[CH2:10][CH:9]1[CH3:15])=[O:7])([CH3:4])([CH3:2])[CH3:3]. Procedure details: 2-Methyl-4-oxo-piperidine-1-carboxylic acid tert-butyl ester. A solution of 1,4-dioxa-8-aza-spiro[4.5]decane-8-carboxylic acid tert-butyl ester (2.97 g) in TMEDA (2.2 mL) was cooled to −78° C. and sec-BuLi (1.8 M in THF, 13 mL) was added dropwise. The resulting yellow solution was aged at −78° C. for 1 h. Methyl iodide (1.5 mL) was added and the mixture was warmed from −78° C. to RT over 16 h. The reaction mixture was poured into water (800 mL) and extracted with EtOAc. The combined organic extr... Starting materials: C(C)OC(C(C(C(=C)CCC)O)NC=O)=O (2-formylamino-3-hydroxy-4-propyl-4-pentenoic acid ethyl ester), S(=O)(Br)Br (thionyl bromide), P(OC)(OC)OC (trimethyl phosphite). Product: C(C)OC(C(\C=C(\CP(=O)(OC)OC)/CCC)NC=O)=O (E-2-formylamino-4-propyl-5-dimethylphosphono-3-pentenoic acid ethyl ester). Reaction SMILES: [CH2:1]([O:3][C:4](=[O:16])[CH:5]([NH:13][CH:14]=[O:15])[CH:6](O)[C:7]([CH2:9][CH2:10][CH3:11])=[CH2:8])[CH3:2].S(Br)(Br)=O.[P:21]([O:26]C)([O:24][CH3:25])[O:22][CH3:23]>>[CH2:1]([O:3][C:4](=[O:16])[CH:5]([NH:13][CH:14]=[O:15])/[CH:6]=[C:7](\[CH2:9][CH2:10][CH3:11])/[CH2:8][P:21]([O:24][CH3:25])([O:22][CH3:23])=[O:26])[CH3:2]. Procedure: The starting material is manufactured as follows: Reaction of 2-methylene-pentanal with isocyanoacetic acid ethyl ester analogously to Example 1 yields 5-(penten-2-yl)-2-oxazoline-4-carboxylic acid ethyl ester. By hydrolysis of the 5-(penten-2-yl)-2-oxazoline-4-carboxylic acid ethyl ester in a manner analogous to that described in Example 15, 2-formylamino- 3-hydroxy-4-propyl-4-pentenoic acid ethyl ester is obtained. Reaction of the 2-formylamino-3-hydroxy-4-propyl-4-pentenoic acid ethyl ester w... The reactants are BrC=1C=C2C(C=3C(=CC=4C(C=5C=CC(=CC5C(C4C3)=O)Br)=O)C2=CC1)(C)C (2,9-Dibromo-13,13-dimethyl-6H-indeno[1,2-b]anthracene-6,11(13H)-dione), [BH4-].[Na+] (sodium borohydride), ice water. Solvent: CO (MeOH). Run at time 5 hour. Yields the product BrC=1C=C2C(C=3C(=CC=4C(C=5C=CC(=CC5C(C4C3)O)Br)O)C2=CC1)(C)C (2,9-dibromo-13,13-dimethyl-11,13-dihydro-6H-indeno[1,2-b]anthracene-6,11-diol). The yield is 75.2%. Reaction SMILES: [Br:1][C:2]1[CH:3]=[C:4]2[C:23](=[CH:24][CH:25]=1)[C:7]1=[CH:8][C:9]3[C:10](=[O:22])[C:11]4[CH:12]=[CH:13][C:14]([Br:21])=[CH:15][C:16]=4[C:17](=[O:20])[C:18]=3[CH:19]=[C:6]1[C:5]2([CH3:27])[CH3:26].[BH4-].[Na+]>CO>[Br:1][C:2]1[CH:3]=[C:4]2[C:23](=[CH:24][CH:25]=1)[C:7]1=[CH:8][C:9]3[CH:10]([OH:22])[C:11]4[CH:12]=[CH:13][C:14]([Br:21])=[CH:15][C:16]=4[CH:17]([OH:20])[C:18]=3[CH:19]=[C:6]1[C:5]2([CH3:27])[CH3:26] |f:1.2|. Reported procedure: 2,9-Dibromo-13,13-dimethyl-6H-indeno[1,2-b]anthracene-6,11(13H)-dione (20 g, 1 eq, 0.041 mol) was placed in a flask, and MeOH (150 ml) was added thereto. Then, sodium borohydride (6.2 g, 4 eq, 0.164 mol) was gradually added at 0° C., the reaction mixture was stirred for five hours, and ice water was gradually added thereto. The reaction solution was extracted with MC and recrystallized from hexane to give 2,9-dibromo-13,13-dimethyl-11,13-dihydro-6H-indeno[1,2-b]anthracene-6,11-diol (15 g, yield=... The reactants are C, CCOC(C)=O, [H][H], [Pd], [N-]=[N+]=NCCOCC1=C(C(=O)NCCCc2ccccc2)C(c2cccc(Cl)c2)NC(=O)N1. Product: NCCOCC1=C(C(=O)NCCCc2ccccc2)C(c2cccc(Cl)c2)NC(=O)N1. Reaction SMILES: [C:40].[CH3:1][CH2:2][O:3][C:4](=[O:5])[CH3:6].[H:42][H:43].[Pd:41].[c:7]1([CH2:13][CH2:14][CH2:15][NH:16][C:17](=[O:18])[C:19]2=[C:24]([CH2:25][O:26][CH2:27][CH2:28][N:29]=[N+:30]=[N-:31])[NH:23][C:22](=[O:32])[NH:21][CH:20]2[c:33]2[cH:34][c:35]([Cl:39])[cH:36][cH:37][cH:38]2)[cH:8][cH:9][cH:10][cH:11][cH:12]1>>[c:7]1([CH2:13][CH2:14][CH2:15][NH:16][C:17](=[O:18])[C:19]2=[C:24]([CH2:25][O:26][CH2:27][CH2:28][NH2:29])[NH:23][C:22](=[O:32])[NH:21][CH:20]2[c:33]2[cH:34][c:35]([Cl:39])[cH:36][cH:37][cH:38]2)[cH:8][cH:9][cH:10][cH:11][cH:12]1. Starting materials: CC1=NC(=CC(=C1N)C)N1CCOCC1 (2,4-Dimethyl-6-morpholin-4-yl-pyridin-3-ylamine), C1(=CC(=CC=C1)CC(=O)O)C (m-Tolylacetic acid), C(C)(C)N(C(C)C)CC (N,N-diisopropyl-ethylamine), N-[(dimethylamino)-1H-1,2,3-triazolo-[4,5-b]pyridin-1-yl-methylene]-N-methyl-methanaminium hexafluoro-phosphate N-oxide, C(C)(=O)OCC (Ethyl acetate). Solvent: CN(C=O)C (N,N-dimethylformamide), CN(C=O)C (N,N-dimethylformamide). Conditions: time 2 minute. Yields the product CC1=NC(=CC(=C1NC(CC=1C=C(C=CC1)C)=O)C)N1CCOCC1 (N-(2,4-Dimethyl-6-morpholin-4-yl-pyridin-3-yl)-2-m-tolyl-acetamide). Isolated yield 14.0%. Reaction SMILES: [C:1]1([CH3:11])[CH:6]=[CH:5][CH:4]=[C:3]([CH2:7][C:8]([OH:10])=O)[CH:2]=1.C(N(CC)C(C)C)(C)C.[CH3:21][C:22]1[C:27]([NH2:28])=[C:26]([CH3:29])[CH:25]=[C:24]([N:30]2[CH2:35][CH2:34][O:33][CH2:32][CH2:31]2)[N:23]=1.C(OCC)(=O)C>CN(C)C=O>[CH3:21][C:22]1[C:27]([NH:28][C:8](=[O:10])[CH2:7][C:3]2[CH:2]=[C:1]([CH3:11])[CH:6]=[CH:5][CH:4]=2)=[C:26]([CH3:29])[CH:25]=[C:24]([N:30]2[CH2:31][CH2:32][O:33][CH2:34][CH2:35]2)[N:23]=1. Procedure details: m-Tolylacetic acid (0.33 g), N,N-diisopropyl-ethylamine (0.90 mL) and N-[(dimethylamino)-1H-1,2,3-triazolo-[4,5-b]pyridin-1-yl-methylene]-N-methyl-methanaminium hexafluoro-phosphate N-oxide (1.00 g) were mixed in dry N,N-dimethylformamide (3 mL) and stirred under argon for 2 minutes. 2,4-Dimethyl-6-morpholin-4-yl-pyridin-3-ylamine (0.30 g) dissolved in dry N,N-dimethylformamide (2 mL) was added to the reaction mixture, which was stirred at 25° C. under argon for 16 hours. Ethyl acetate (20 mL) w... Conditions: time 8 hour. Yields the product C1=CC=CC=2C3=CC=CC=C3C(C12)COC(=O)NC1(CN(C1)C(=O)OC(C)(C)C)C(=O)O (3-((((9H-Fluoren-9-yl)methoxy)carbonyl)amino)-1-(tert-butoxycarbonyl)azetidine-3-carboxylic acid). The reactants are NC1(CN(C1)C(=O)OC(C)(C)C)C(=O)O (3-amino-1-(tert-butoxycarbonyl)azetidine-3-carboxylic acid), C([O-])([O-])=O.[Na+].[Na+] (sodium carbonate), O (water), C(OCC1C2=CC=CC=C2C=2C=CC=CC12)(=O)Cl ((9H-fluoren-9-yl)methyl carbonochloridate). Reaction SMILES: [NH2:1][C:2]1([C:13]([OH:15])=[O:14])[CH2:5][N:4]([C:6]([O:8][C:9]([CH3:12])([CH3:11])[CH3:10])=[O:7])[CH2:3]1.C(=O)([O-])[O-].[Na+].[Na+].O.[C:23](Cl)(=[O:39])[O:24][CH2:25][CH:26]1[C:38]2[CH:37]=[CH:36][CH:35]=[CH:34][C:33]=2[C:32]2[C:27]1=[CH:28][CH:29]=[CH:30][CH:31]=2>O1CCOCC1>[CH:37]1[C:38]2[CH:26]([CH2:25][O:24][C:23]([NH:1][C:2]3([C:13]([OH:15])=[O:14])[CH2:5][N:4]([C:6]([O:8][C:9]([CH3:12])([CH3:10])[CH3:11])=[O:7])[CH2:3]3)=[O:39])[C:27]3[C:32](=[CH:31][CH:30]=[CH:29][CH:28]=3)[C:33]=2[CH:34]=[CH:35][CH:36]=1 |f:1.2.3|. Reported procedure: A round bottomed flask was charged with 3-amino-1-(tert-butoxycarbonyl)azetidine-3-carboxylic acid (prepared according the procedure described in Synthesis 1991, 783-784.) (2.464 mmol), sodium carbonate (1.3 g, 12.32 mmol), a stir bar and water (70 mL). (9H-fluoren-9-yl)methyl carbonochloridate (1.9 g, 7.39 mmol) in 1,4-dioxane (50 mL) was added and the milky solution was stirred overnight at rt. The next day the reaction was poured into a separatory funnel and the aqueous solution washed with d... Run in O1CCOCC1 (1,4-dioxane).